Dataset: the Open Reaction Database (ORD), a public repository of structured organic reaction records. Task: describe an organic reaction: reactants, conditions, products, and yield The reactants are BrC=1C(=C(C(N(C1)[C@@H](C)C(C)C)=O)C#N)Cl (5-bromo-4-chloro-1-((2S)-3-methylbutan-2-yl)-2-oxo-1,2-dihydropyridine-3-carbonitrile), O.NN (hydrazine monohydrate). Run in C(C)O (ethanol). Reaction conditions: temperature 90 celsius, time 1 hour. The product is NC1=NNC2=C1C(N(C=C2Br)[C@@H](C)C(C)C)=O (3-amino-7-bromo-5-((2S)-3-methylbutan-2-yl)-1,5-dihydro-4H-pyrazolo[4,3-c]pyridin-4-one). Isolated yield 81.9%. As a reaction SMILES: [Br:1][C:2]1[C:3](Cl)=[C:4]([C:14]#[N:15])[C:5](=O)[N:6]([C@H:8]([CH:10]([CH3:12])[CH3:11])[CH3:9])[CH:7]=1.[OH2:17].[NH2:18][NH2:19]>C(O)C>[NH2:15][C:14]1[C:4]2[C:5](=[O:17])[N:6]([C@H:8]([CH:10]([CH3:12])[CH3:11])[CH3:9])[CH:7]=[C:2]([Br:1])[C:3]=2[NH:19][N:18]=1 |f:1.2|. Procedure: To a solution of 5-bromo-4-chloro-1-((2S)-3-methylbutan-2-yl)-2-oxo-1,2-dihydropyridine-3-carbonitrile obtained in Step F (19.2 g) in ethanol (200 mL) was added hydrazine monohydrate (9.5 g), and the mixture was stirred at 90° C. for 1 hr. The reaction mixture was allowed to be cooled to room temperature, and the solvent was evaporated under reduced pressure. The residue was dissolved in a mixed solvent of ethyl acetate-tetrahydrofuran-water. The organic layer was separated, washed successively ... Reactants: CN1CCN(c2cccc3c2CC(NC(=O)c2ccc(N4CCOCC4)cc2)CC3)CC1, COc1ccc(N2CCN(C)CC2)c2c1CCC(NC(=O)c1ccc(N3CCOCC3)cc1)C2, Cc1ccc(N2CCN(C)CC2)c2c1CCC(NC(=O)c1ccc(N3CCOCC3)cc1)C2. Yields the product O=C(NC1CCc2cccc(N3CCNCC3)c2C1)c1ccc(N2CCOCC2)cc1. As a reaction SMILES: [CH3:1][N:2]1[CH2:3][CH2:4][N:5]([c:8]2[cH:9][cH:10][cH:11][c:12]3[c:17]2[CH2:16][CH:15]([NH:18][C:19]([c:20]2[cH:21][cH:22][c:23]([N:26]4[CH2:27][CH2:28][O:29][CH2:30][CH2:31]4)[cH:24][cH:25]2)=[O:32])[CH2:14][CH2:13]3)[CH2:6][CH2:7]1.[CH3:33][O:34][c:35]1[cH:36][cH:37][c:38]([N:39]2[CH2:40][CH2:41][N:42]([CH3:43])[CH2:44][CH2:45]2)[c:46]2[c:47]1[CH2:48][CH2:49][CH:50]([NH:51][C:52](=[O:53])[c:54]1[cH:55][cH:56][c:57]([N:58]3[CH2:59][CH2:60][O:61][CH2:62][CH2:63]3)[cH:64][cH:65]1)[CH2:66]2.[CH3:67][c:68]1[cH:69][cH:70][c:71]([N:72]2[CH2:73][CH2:74][N:75]([CH3:76])[CH2:77][CH2:78]2)[c:79]2[c:80]1[CH2:81][CH2:82][CH:83]([NH:84][C:85](=[O:86])[c:87]1[cH:88][cH:89][c:90]([N:91]3[CH2:92][CH2:93][O:94][CH2:95][CH2:96]3)[cH:97][cH:98]1)[CH2:99]2>>[NH:2]1[CH2:3][CH2:4][N:5]([c:8]2[cH:9][cH:10][cH:11][c:12]3[c:17]2[CH2:16][CH:15]([NH:18][C:19]([c:20]2[cH:21][cH:22][c:23]([N:26]4[CH2:27][CH2:28][O:29][CH2:30][CH2:31]4)[cH:24][cH:25]2)=[O:32])[CH2:14][CH2:13]3)[CH2:6][CH2:7]1. Reported procedure: From β-trimethylsilylethyl (3RS,4RS)-4-(4-fluorophenyl)-3-[4-[2-(2-trimethylsilyl-ethoxymethoxy)-benzyloxy]-naphthalen-2-ylmethoxy]-piperidine-1-carboxylate by cleaving the β-trimethylsilylethyl carbamate with tetrabutylammonium fluoride in tetrahydrofuran in analogy to the procedure described in Example 5 there was obtained (3RS,4RS)-4-(4-fluorophenyl)-3-[4-[2-(2-trimethylsilyl-ethoxymethoxy)-benzyloxy]-naphthalen-2-ylmethoxy]-piperidine as a rose coloured oil; MS: 588 (M+H)+. Reaction SMILES: [F:1][C:2]1[CH:7]=[CH:6][C:5]([CH:8]2[CH2:13][CH2:12][N:11](C(OCC[Si](C)(C)C)=O)[CH2:10][CH:9]2[O:23][CH2:24][C:25]2[CH:34]=[C:33]([O:35][CH2:36][C:37]3[CH:42]=[CH:41][CH:40]=[CH:39][C:38]=3[O:43][CH2:44][O:45][CH2:46][CH2:47][Si:48]([CH3:51])([CH3:50])[CH3:49])[C:32]3[C:27](=[CH:28][CH:29]=[CH:30][CH:31]=3)[CH:26]=2)=[CH:4][CH:3]=1.C(=O)(OCC[Si](C)(C)C)N.[F-].C([N+](CCCC)(CCCC)CCCC)CCC>O1CCCC1>[F:1][C:2]1[CH:7]=[CH:6][C:5]([CH:8]2[CH2:13][CH2:12][NH:11][CH2:10][CH:9]2[O:23][CH2:24][C:25]2[CH:34]=[C:33]([O:35][CH2:36][C:37]3[CH:42]=[CH:41][CH:40]=[CH:39][C:38]=3[O:43][CH2:44][O:45][CH2:46][CH2:47][Si:48]([CH3:51])([CH3:50])[CH3:49])[C:32]3[C:27](=[CH:28][CH:29]=[CH:30][CH:31]=3)[CH:26]=2)=[CH:4][CH:3]=1 |f:2.3|. Reactants: FC1=CC=C(C=C1)C1C(CN(CC1)C(=O)OCC[Si](C)(C)C)OCC1=CC2=CC=CC=C2C(=C1)OCC1=C(C=CC=C1)OCOCC[Si](C)(C)C (β-trimethylsilylethyl (3RS,4RS)-4-(4-fluorophenyl)-3-[4-[2-(2-trimethylsilyl-ethoxymethoxy)-benzyloxy]-naphthalen-2-ylmethoxy]-piperidine-1-carboxylate), C(N)(OCC[Si](C)(C)C)=O (β-trimethylsilylethyl carbamate), [F-].C(CCC)[N+](CCCC)(CCCC)CCCC (tetrabutylammonium fluoride). Solvent: O1CCCC1 (tetrahydrofuran). The product is FC1=CC=C(C=C1)C1C(CNCC1)OCC1=CC2=CC=CC=C2C(=C1)OCC1=C(C=CC=C1)OCOCC[Si](C)(C)C ((3RS,4RS)-4-(4-fluorophenyl)-3-[4-[2-(2-trimethylsilyl-ethoxymethoxy)-benzyloxy]-naphthalen-2-ylmethoxy]-piperidine). Starting materials: [OH-].[Al+3].[OH-].[OH-] (aluminum hydroxide), COC=1C(=CC2=C(C(NS2(=O)=O)=O)C1)OC (5,6-Dimethoxy-1,2-benzisothiazoline-3-one-1,1-dioxide), [H-].[Al+3].[Li+].[H-].[H-].[H-] (lithium aluminum hydride), [H-].[Al+3].[Li+].[H-].[H-].[H-] (lithium aluminum hydride), C(C)(=O)OCC (ethyl acetate). Solvent: O (water), Cl (hydrochloric acid), O1CCCC1 (tetrahydrofuran). The product is COC=1C(=CC2=C(C=NS2(=O)=O)C1)OC (5,6-Dimethoxy-1,2-benzisothiazoline-1,1-dioxide). As a reaction SMILES: [CH3:1][O:2][C:3]1[C:4]([O:15][CH3:16])=[CH:5][C:6]2[S:10](=[O:12])(=[O:11])[NH:9][C:8](=O)[C:7]=2[CH:14]=1.[H-].[Al+3].[Li+].[H-].[H-].[H-].C(OCC)(=O)C.[OH-].[Al+3].[OH-].[OH-]>O1CCCC1.O.Cl>[CH3:1][O:2][C:3]1[C:4]([O:15][CH3:16])=[CH:5][C:6]2[S:10](=[O:12])(=[O:11])[N:9]=[CH:8][C:7]=2[CH:14]=1 |f:1.2.3.4.5.6,8.9.10.11|. Reported procedure: 7 gm (288 millimols) of the compound obtained in step (c) were refluxed for 2 hours with 3.3 gm (865 millimols) of lithium aluminum hydride in 400 ml of tetrahydrofuran. After cooling, the excess lithium aluminum hydride was decomposed by addition of ethyl acetate, the mixture was diluted with water, and subsequently 2 N hydrochloric acid was added until the aluminum hydroxide precipitate was dissolved. The reaction solution now extracted with ethyl acetate, and the organic phase was washed with... Reactants: BrC=1C=CC(=NC1)/C=C/C1C2C(C3CCCCN13)C(N(C2=O)C)=O (4-[(E)-2-(5-bromopyridin-2-yl)vinyl]-2-methyloctahydropyrrolo[3,4-a]indolizine-1,3-dione), C1(=CC=CC=C1)C (toluene), C([O-])([O-])=O.[K+].[K+] (potassium carbonate), BrC=1C=CC(=NC1)/C=C/C1C2C(C3CCCCN13)C(N(C2=O)C)=O (4-[(E)-2-(5-bromopyridin-2-yl)vinyl]-2-methyloctahydropyrrolo[3,4-a]indolizine-1,3-dione), FC(C=1C=C(C=CC1)B(O)O)(F)F (3-trifluoromethylphenylboronic acid). Reagents/catalysts: C=1C=CC(=CC1)[P](C=2C=CC=CC2)(C=3C=CC=CC3)[Pd]([P](C=4C=CC=CC4)(C=5C=CC=CC5)C=6C=CC=CC6)([P](C=7C=CC=CC7)(C=8C=CC=CC8)C=9C=CC=CC9)[P](C=1C=CC=CC1)(C=1C=CC=CC1)C=1C=CC=CC1 (tetrakis(triphenylphosphine)palladium(0)). Solvent: O (water), C(C)O (ethanol), O (water). Conditions: temperature 100 celsius, time 5 hour. Product: CN1C(C2C(C(N3CCCCC23)\C=C\C2=NC=C(C=C2)C2=CC(=CC=C2)C(F)(F)F)C1=O)=O (2-Methyl-4-{(E)-2-[5-(3-trifluoromethyl phenyl)pyridin-2-yl]vinyl}octahydropyrrolo[3,4-a]indolizine-1,3-dione). As a reaction SMILES: Br[C:2]1[CH:3]=[CH:4][C:5](/[CH:8]=[CH:9]/[CH:10]2[N:18]3[CH:13]([CH2:14][CH2:15][CH2:16][CH2:17]3)[CH:12]3[C:19](=[O:24])[N:20]([CH3:23])[C:21](=[O:22])[CH:11]23)=[N:6][CH:7]=1.[F:25][C:26]([F:37])([F:36])[C:27]1[CH:28]=[C:29](B(O)O)[CH:30]=[CH:31][CH:32]=1.C(=O)([O-])[O-].[K+].[K+].C1(C)C=CC=CC=1>O.C1C=CC([P]([Pd]([P](C2C=CC=CC=2)(C2C=CC=CC=2)C2C=CC=CC=2)([P](C2C=CC=CC=2)(C2C=CC=CC=2)C2C=CC=CC=2)[P](C2C=CC=CC=2)(C2C=CC=CC=2)C2C=CC=CC=2)(C2C=CC=CC=2)C2C=CC=CC=2)=CC=1.C(O)C>[CH3:23][N:20]1[C:21](=[O:22])[CH:11]2[CH:10](/[CH:9]=[CH:8]/[C:5]3[CH:4]=[CH:3][C:2]([C:31]4[CH:30]=[CH:29][CH:28]=[C:27]([C:26]([F:37])([F:36])[F:25])[CH:32]=4)=[CH:7][N:6]=3)[N:18]3[CH:13]([CH:12]2[C:19]1=[O:24])[CH2:14][CH2:15][CH2:16][CH2:17]3 |f:2.3.4,^1:55,57,76,95|. Reported procedure: A mixture consisting of 42 mg of 4-[(E)-2-(5-bromopyridin-2-yl)vinyl]-2-methyloctahydropyrrolo[3,4-a]indolizine-1,3-dione (from Example 6, racemic mixture 1), 2.5 mg of tetrakis(triphenylphosphine)palladium(0), 25 mg of 3-trifluoromethylphenylboronic acid, 37 mg of potassium carbonate, 1.5 ml of toluene, 0.3 ml of ethanol and 0.75 ml of water is stirred at 100° C. for 5 h. After cooling, the mixture is taken up in 20 ml of water and the product is extracted by shaking with 20 ml of ethyl acetate... The reactants are OCC=1CN(CCC1C1=CC=CC=C1)C(C)=O (1-(3-(hydroxymethyl)-4-phenyl-5,6-dihydropyridin-1(2H)-yl)ethanone), O=S(Cl)Cl (SOCl2). Run in C(Cl)Cl (DCM). Conditions: temperature 0 celsius, time 15 minute. The product is ClCC1=C(CCN(C1)C(C)=O)C1=CC=CC=C1 (1-(5-(chloromethyl)-4-phenyl-3,6-dihydropyridin-1(2H)-yl)ethan-1-one). As a reaction SMILES: O[CH2:2][C:3]1[CH2:4][N:5]([C:15](=[O:17])[CH3:16])[CH2:6][CH2:7][C:8]=1[C:9]1[CH:14]=[CH:13][CH:12]=[CH:11][CH:10]=1.O=S(Cl)[Cl:20]>C(Cl)Cl>[Cl:20][CH2:2][C:3]1[CH2:4][N:5]([C:15](=[O:17])[CH3:16])[CH2:6][CH2:7][C:8]=1[C:9]1[CH:14]=[CH:13][CH:12]=[CH:11][CH:10]=1. Procedure: To a solution of 1-(3-(hydroxymethyl)-4-phenyl-5,6-dihydropyridin-1(2H)-yl)ethanone (88 mg, 0.38 mmol) in DCM (2 mL) was added SOCl2 (0.67 mL, 9.50 mmol) at 0° C. After stirring at 0° C. for 15 min, the solution was concentrated to remove SOCl2, dried under high vacuum to give 1-(5-(chloromethyl)-4-phenyl-3,6-dihydropyridin-1(2H)-yl)ethan-1-one as crude product. Reactants: CC(C)C[Al+]CC(C)C, COC(=O)c1ccc(C(C)Nc2nc(-c3ccccc3)cs2)cc1, CCOCC, CCCCCC, [H-], C1CCOC1. Product: CC(Nc1nc(-c2ccccc2)cs1)c1ccc(CO)cc1. As a reaction SMILES: [CH2:26]([Al+:27][CH2:28][CH:29]([CH3:30])[CH3:31])[CH:32]([CH3:33])[CH3:34].[CH3:1][CH:2]([c:3]1[cH:4][cH:5][c:6]([C:7](=[O:8])[O:9][CH3:10])[cH:11][cH:12]1)[NH:13][c:14]1[s:15][cH:16][c:17](-[c:19]2[cH:20][cH:21][cH:22][cH:23][cH:24]2)[n:18]1.[CH3:35][CH2:36][O:37][CH2:38][CH3:39].[CH3:45][CH2:46][CH2:47][CH2:48][CH2:49][CH3:50].[H-:25].[O:40]1[CH2:41][CH2:42][CH2:43][CH2:44]1>>[CH3:1][CH:2]([c:3]1[cH:4][cH:5][c:6]([CH2:7][OH:8])[cH:11][cH:12]1)[NH:13][c:14]1[s:15][cH:16][c:17](-[c:19]2[cH:20][cH:21][cH:22][cH:23][cH:24]2)[n:18]1. The reactants are COc1ccc(C2(C(=O)Cl)CC2(C)C)cc1, Cl, CNS(=O)(=O)c1ccc(-c2cccc(N)n2)cc1, c1ccncc1. Yields the product CNS(=O)(=O)c1ccc(-c2cccc(NC(=O)C3(c4ccc(OC)cc4)CC3(C)C)n2)cc1. RXN SMILES: [CH3:1][O:2][c:3]1[cH:4][cH:5][c:6]([C:9]2([C:14](=[O:15])[Cl:16])[C:10]([CH3:12])([CH3:13])[CH2:11]2)[cH:7][cH:8]1.[ClH:35].[NH2:17][c:18]1[cH:19][cH:20][cH:21][c:22](-[c:24]2[cH:25][cH:26][c:27]([S:30](=[O:31])(=[O:32])[NH:33][CH3:34])[cH:28][cH:29]2)[n:23]1.[cH:36]1[cH:37][cH:38][n:39][cH:40][cH:41]1>>[CH3:1][O:2][c:3]1[cH:4][cH:5][c:6]([C:9]2([C:14](=[O:15])[NH:17][c:18]3[cH:19][cH:20][cH:21][c:22](-[c:24]4[cH:25][cH:26][c:27]([S:30](=[O:31])(=[O:32])[NH:33][CH3:34])[cH:28][cH:29]4)[n:23]3)[C:10]([CH3:12])([CH3:13])[CH2:11]2)[cH:7][cH:8]1. Starting materials: FC(C1=CC(=NC=2N1C=NC2C#C)C2=CC=C(C=C2)C(F)(F)F)F (4-difluoromethyl-8-ethynyl-2-(4-trifluoromethyl-phenyl)-imidazo[1,5-a]pyrimidine), BrC1=CC=C(S1)S(=O)(=O)N (5-bromo-thiophene-2-sulfonamide). Yields the product FC(C1=CC(=NC=2N1C=NC2C#CC2=CC=C(S2)S(=O)(=O)N)C2=CC=C(C=C2)C(F)(F)F)F (5-[4-Difluoromethyl-2-(4-trifluoromethyl-phenyl)-imidazo[1,5-a]pyrimidin-8-ylethynyl]-thiophene-2-sulfonic acid amide), solid. Isolated yield 84.0%. RXN SMILES: [F:1][CH:2]([F:24])[C:3]1[N:8]2[CH:9]=[N:10][C:11]([C:12]#[CH:13])=[C:7]2[N:6]=[C:5]([C:14]2[CH:19]=[CH:18][C:17]([C:20]([F:23])([F:22])[F:21])=[CH:16][CH:15]=2)[CH:4]=1.Br[C:26]1[S:30][C:29]([S:31]([NH2:34])(=[O:33])=[O:32])=[CH:28][CH:27]=1>>[F:24][CH:2]([F:1])[C:3]1[N:8]2[CH:9]=[N:10][C:11]([C:12]#[C:13][C:26]3[S:30][C:29]([S:31]([NH2:34])(=[O:33])=[O:32])=[CH:28][CH:27]=3)=[C:7]2[N:6]=[C:5]([C:14]2[CH:19]=[CH:18][C:17]([C:20]([F:23])([F:22])[F:21])=[CH:16][CH:15]=2)[CH:4]=1. Procedure details: The title compound was prepared from 4-difluoromethyl-8-ethynyl-2-(4-trifluoromethyl-phenyl)-imidazo[1,5-a]pyrimidine (example C.31) (190 mg, 0.56 mmol) and commercially available 5-bromo-thiophene-2-sulfonamide (136 mg, 0.56 mmol) according to general procedure II. Obtained as an orange solid (236 mg, 84%). MS (ISN) 497.1 [(M−H)−]; mp 223° C. The reactants are COC(=O)c1cc(S(=O)(=O)c2cnc(Cl)c(Br)c2)c(SC)s1, CC(=O)O, [Zn]. As a reaction SMILES: [CH3:1][O:2][C:3](=[O:4])[c:5]1[s:6][c:7]([S:21][CH3:22])[c:8]([S:10](=[O:11])(=[O:12])[c:13]2[cH:14][n:15][c:16]([Cl:20])[c:17]([Br:19])[cH:18]2)[cH:9]1.[CH3:24][C:25](=[O:26])[OH:27].[Zn:23]>>[CH3:1][O:2][C:3](=[O:4])[c:5]1[s:6][c:7]([S:21][CH3:22])[c:8]([S:10](=[O:11])(=[O:12])[c:13]2[cH:14][n:15][cH:16][c:17]([Br:19])[cH:18]2)[cH:9]1. Yields the product COC(=O)c1cc(S(=O)(=O)c2cncc(Br)c2)c(SC)s1.